Dataset: the Open Reaction Database (ORD), a public repository of structured organic reaction records. Task: describe an organic reaction: reactants, conditions, products, and yield Starting materials: CO, Cl, C1CCOC1, CC(C)(C)NCC(=O)c1ccc(O)c2[nH]c(C(=O)Oc3ccccc3)cc12. Product: Cl, CC(C)(C)NCC(O)c1ccc(O)c2[nH]c(C(=O)Oc3ccccc3)cc12. Reaction SMILES: [CH3:29][OH:30].[ClH:1].[O:31]1[CH2:32][CH2:33][CH2:34][CH2:35]1.[c:2]1([O:8][C:9](=[O:10])[c:11]2[nH:12][c:13]3[c:14]([OH:28])[cH:15][cH:16][c:17]([C:20]([CH2:21][NH:22][C:23]([CH3:24])([CH3:25])[CH3:26])=[O:27])[c:18]3[cH:19]2)[cH:3][cH:4][cH:5][cH:6][cH:7]1>>[ClH:1].[c:2]1([O:8][C:9](=[O:10])[c:11]2[nH:12][c:13]3[c:14]([OH:28])[cH:15][cH:16][c:17]([CH:20]([CH2:21][NH:22][C:23]([CH3:24])([CH3:25])[CH3:26])[OH:27])[c:18]3[cH:19]2)[cH:3][cH:4][cH:5][cH:6][cH:7]1.